Dataset: the Open Reaction Database (ORD), a public repository of structured organic reaction records. Task: describe an organic reaction: reactants, conditions, products, and yield Reactants: FC=1C=C2C(=C(/C(/C2=CC1)=C/C1=CC=NC=C1)C)CCON (O-2-[Z-5-fluoro-2-methyl-1-(4-pyridyl)methylene-1H-inden-3-yl]ethyl hydroxylamine), COCC=O (methoxyacetaldehyde). The product is FC=1C=C2C(=C(/C(/C2=CC1)=C/C1=CC=NC=C1)C)CCON=CCOC (methoxyacetaldehyde-O-2-[Z-5-fluoro-2-methyl-1-(4-pyridyl)methylene-1H-inden-3-yl]ethyl oxime). RXN SMILES: [F:1][C:2]1[CH:3]=[C:4]2[C:8](=[CH:9][CH:10]=1)/[C:7](=[CH:11]\[C:12]1[CH:17]=[CH:16][N:15]=[CH:14][CH:13]=1)/[C:6]([CH3:18])=[C:5]2[CH2:19][CH2:20][O:21][NH2:22].[CH3:23][O:24][CH2:25][CH:26]=O>>[F:1][C:2]1[CH:3]=[C:4]2[C:8](=[CH:9][CH:10]=1)/[C:7](=[CH:11]\[C:12]1[CH:13]=[CH:14][N:15]=[CH:16][CH:17]=1)/[C:6]([CH3:18])=[C:5]2[CH2:19][CH2:20][O:21][N:22]=[CH:26][CH2:25][O:24][CH3:23]. Procedure details: The title compound is prepared by reaction of O-2-[Z-5-fluoro-2-methyl-1-(4-pyridyl)methylene-1H-inden-3-yl]ethyl hydroxylamine with methoxyacetaldehyde by the method of Example 1. Reactants: CCNCC, CCO, Nc1nc(N)c2nc(CCl)nnc2n1. Yields the product CCN(CC)Cc1nnc2nc(N)nc(N)c2n1. RXN SMILES: [CH2:15]([CH3:16])[NH:17][CH2:18][CH3:19].[CH3:20][CH2:21][OH:22].[Cl:1][CH2:2][c:3]1[n:4][n:5][c:6]2[c:7]([n:8]1)[c:9]([NH2:14])[n:10][c:11]([NH2:13])[n:12]2>>[CH2:2]([c:3]1[n:4][n:5][c:6]2[c:7]([n:8]1)[c:9]([NH2:14])[n:10][c:11]([NH2:13])[n:12]2)[N:17]([CH2:15][CH3:16])[CH2:18][CH3:19].